This data is from the Open Reaction Database (ORD), a public repository of structured organic reaction records. The task is: describe an organic reaction: reactants, conditions, products, and yield The reactants are BrC1=C(C=C(C=C1C)C=1N=NN(N1)CC(C)(O)C)C (1-(5-(4-bromo-3,5-dimethylphenyl)-2H-tetrazol-2-yl)-2-methylpropan-2-ol), FC=1C=CC(=C2CC[C@H](C12)OC1=CC2=C([C@@H](CO2)CC(=O)OC)C=C1)B1OC(C(O1)(C)C)(C)C (methyl 2-((S)-6-((R)-7-fluoro-4-(4,4,5,5-tetramethyl-1,3,2-dioxaborolan-2-yl)-2,3-dihydro-1H-inden-1-yloxy)-2,3-dihydrobenzofuran-3-yl)acetate), BrC1=C2CC[C@H](C2=C(C=C1)F)OC1=CC2=C([C@@H](CO2)CC(=O)OC)C=C1 (Methyl 2-((S)-6-((R)-4-bromo-7-fluoro-2,3-dihydro-1H-inden-1-yloxy)-2,3-dihydrobenzofuran-3-yl)acetate). Yields the product FC=1C=CC(=C2CC[C@H](C12)OC1=CC2=C([C@@H](CO2)CC(=O)OC)C=C1)C1=C(C=C(C=C1C)C=1N=NN(N1)CC(C)(C)O)C (Methyl 2-((S)-6-((R)-7-fluoro-4-(4-(2-(2-hydroxy-2-methylpropyl)-2H-tetrazol-5-yl)-2,6-dimethylphenyl)-2,3-dihydro-1H-inden-1-yloxy)-2,3-dihydrobenzofuran-3-yl)acetate). As a reaction SMILES: Br[C:2]1[C:7]([CH3:8])=[CH:6][C:5]([C:9]2[N:10]=[N:11][N:12]([CH2:14][C:15]([CH3:18])([OH:17])[CH3:16])[N:13]=2)=[CH:4][C:3]=1[CH3:19].[F:20][C:21]1[CH:22]=[CH:23][C:24](B2OC(C)(C)C(C)(C)O2)=[C:25]2[C:29]=1[C@H:28]([O:30][C:31]1[CH:44]=[CH:43][C:34]3[C@H:35]([CH2:38][C:39]([O:41][CH3:42])=[O:40])[CH2:36][O:37][C:33]=3[CH:32]=1)[CH2:27][CH2:26]2.BrC1C=CC(F)=C2C=1CC[C@H]2OC1C=CC2[C@H](CC(OC)=O)COC=2C=1>>[F:20][C:21]1[CH:22]=[CH:23][C:24]([C:2]2[C:7]([CH3:8])=[CH:6][C:5]([C:9]3[N:10]=[N:11][N:12]([CH2:14][C:15]([OH:17])([CH3:18])[CH3:16])[N:13]=3)=[CH:4][C:3]=2[CH3:19])=[C:25]2[C:29]=1[C@H:28]([O:30][C:31]1[CH:44]=[CH:43][C:34]3[C@H:35]([CH2:38][C:39]([O:41][CH3:42])=[O:40])[CH2:36][O:37][C:33]=3[CH:32]=1)[CH2:27][CH2:26]2. Reported procedure: The title compound is prepared from 1-(5-(4-bromo-3,5-dimethylphenyl)-2H-tetrazol-2-yl)-2-methylpropan-2-ol and methyl 2-((S)-6-((R)-7-fluoro-4-(4,4,5,5-tetramethyl-1,3,2-dioxaborolan-2-yl)-2,3-dihydro-1H-inden-1-yloxy)-2,3-dihydrobenzofuran-3-yl)acetate following a procedure analogous to that described in Step 5 of Intermediate 1. LC (method 15): tR=1.24 min; Mass spectrum (ESI+): m/z=587 [M+H]+.